describe an organic reaction: reactants, conditions, products, and yield From a dataset of the Open Reaction Database (ORD), a public repository of structured organic reaction records. Reactants: C(Cl)(Cl)Cl.CO (chloroform methanol), O([C@@H]1[C@H](O)[C@@H](O)[C@@H](O)[C@H](O1)CO)C1=C(C=C(C=C1)C=O)OC (4-formyl-2-methoxyphenyl α-D-galactopyranoside), [I-].C[N+]1=CC=C(C2=CC=CC=C12)C (1,4-dimethylquinolinium iodide), C(C)(=O)[O-].[NH4+] (ammonium acetate), aldehyde. Solvent: C(C)O (ethanol). Reaction conditions: time 1 hour. Product: [I-].[C@@H]1([C@H](O)[C@@H](O)[C@@H](O)[C@H](O1)CO)OC1=C(C=C(C=C1)C=CC1=CC=[N+](C2=CC=CC=C12)C)OC (4-{2-[4-(β-D-Galactopyranosyloxy)-3-methoxyphenyl]-vinyl}-1-methylquinolinium iodide), solid. Isolated yield 90.0%. As a reaction SMILES: [O:1]([C:13]1[CH:18]=[CH:17][C:16]([CH:19]=O)=[CH:15][C:14]=1[O:21][CH3:22])[C@H:2]1[O:10][C@H:9]([CH2:11][OH:12])[C@H:7]([OH:8])[C@H:5]([OH:6])[C@H:3]1[OH:4].[I-:23].[CH3:24][N+:25]1[C:34]2[C:29](=[CH:30][CH:31]=[CH:32][CH:33]=2)[C:28]([CH3:35])=[CH:27][CH:26]=1.C([O-])(=O)C.[NH4+].C(Cl)(Cl)Cl.CO>C(O)C>[I-:23].[C@@H:2]1([O:1][C:13]2[CH:18]=[CH:17][C:16]([CH:19]=[CH:35][C:28]3[C:29]4[C:34](=[CH:33][CH:32]=[CH:31][CH:30]=4)[N+:25]([CH3:24])=[CH:26][CH:27]=3)=[CH:15][C:14]=2[O:21][CH3:22])[O:10][C@H:9]([CH2:11][OH:12])[C@H:7]([OH:8])[C@H:5]([OH:6])[C@H:3]1[OH:4] |f:1.2,3.4,5.6,8.9|. Procedure details: A suspension of 4-formyl-2-methoxyphenyl β-D-galactopyranoside (1c)(0.20 g, 0.63 mmol), 1,4-dimethylquinolinium iodide (0.18 g, 0.63 mmol) and ammonium acetate (0.15 g, 1.9 mmol) in ethanol (20 ml) was heated at 60°-70° C., with stirring for 1 h when t.l.c. (chloroform-methanol, 5:4) indicated that the aldehyde had been completely converted into the almost non-mobile yellow product. The reaction mixture was cooled, and filtered to give a yellow solid which was washed sequentially with ethanol, a... Starting materials: CS(=O)(=O)Cl, CC(O)(CO)Cn1cc([N+](=O)[O-])nc1Cl, Cl, c1ccncc1. Yields the product CC(O)(COS(C)(=O)=O)Cn1cc([N+](=O)[O-])nc1Cl. RXN SMILES: [CH3:16][S:17]([Cl:18])(=[O:19])=[O:20].[Cl:1][c:2]1[n:3]([CH2:10][C:11]([CH2:12][OH:13])([CH3:14])[OH:15])[cH:4][c:5]([N+:7](=[O:8])[O-:9])[n:6]1.[ClH:21].[cH:22]1[cH:23][cH:24][n:25][cH:26][cH:27]1>>[Cl:1][c:2]1[n:3]([CH2:10][C:11]([CH2:12][O:13][S:17]([CH3:16])(=[O:19])=[O:20])([CH3:14])[OH:15])[cH:4][c:5]([N+:7](=[O:8])[O-:9])[n:6]1. Reactants: CC(=O)O[BH-](OC(C)=O)OC(C)=O, O=C([O-])O, CC(=O)O, ClC(Cl)Cl, NC1CCN(CCn2c(=O)cnc3ccc(F)cc32)CC1, [Na+], [Na+], O=Cc1cc2c(cn1)OCCO2. Yields the product O=c1cnc2ccc(F)cc2n1CCN1CCC(NCc2cc3c(cn2)OCCO3)CC1. RXN SMILES: [C:34]([O:35][BH-:36]([O:37][C:38](=[O:39])[CH3:40])[O:41][C:42](=[O:43])[CH3:44])(=[O:45])[CH3:46].[C:48](=[O:49])([O-:50])[OH:51].[CH3:53][C:54](=[O:55])[OH:56].[CH:57]([Cl:58])([Cl:59])[Cl:60].[NH2:1][CH:2]1[CH2:3][CH2:4][N:5]([CH2:8][CH2:9][n:10]2[c:11](=[O:21])[cH:12][n:13][c:14]3[cH:15][cH:16][c:17]([F:20])[cH:18][c:19]23)[CH2:6][CH2:7]1.[Na+:47].[Na+:52].[O:22]1[CH2:23][CH2:24][O:25][c:26]2[cH:27][n:28][c:29]([CH:32]=[O:33])[cH:30][c:31]21>>[NH:1]([CH:2]1[CH2:3][CH2:4][N:5]([CH2:8][CH2:9][n:10]2[c:11](=[O:21])[cH:12][n:13][c:14]3[cH:15][cH:16][c:17]([F:20])[cH:18][c:19]23)[CH2:6][CH2:7]1)[CH2:32][c:29]1[n:28][cH:27][c:26]2[c:31]([cH:30]1)[O:22][CH2:23][CH2:24][O:25]2. Starting materials: O=c1ccn(CCO)c(C(OC2CCCCO2)c2cccs2)c1OCc1ccccc1, CO, Cl. The product is O=c1ccn(CCO)c(C(O)c2cccs2)c1OCc1ccccc1. Reaction SMILES: [CH2:1]([c:2]1[cH:3][cH:4][cH:5][cH:6][cH:7]1)[O:8][c:9]1[c:10]([CH:19]([c:20]2[s:21][cH:22][cH:23][cH:24]2)[O:25][CH:26]2[CH2:27][CH2:28][CH2:29][CH2:30][O:31]2)[n:11]([CH2:16][CH2:17][OH:18])[cH:12][cH:13][c:14]1=[O:15].[CH3:32][OH:33].[ClH:34]>>[CH2:1]([c:2]1[cH:3][cH:4][cH:5][cH:6][cH:7]1)[O:8][c:9]1[c:10]([CH:19]([c:20]2[s:21][cH:22][cH:23][cH:24]2)[OH:25])[n:11]([CH2:16][CH2:17][OH:18])[cH:12][cH:13][c:14]1=[O:15]. Starting materials: O=C([O-])[O-], O=C([O-])O, Cc1csc(NCc2cccnc2)c1, O=S(=O)(Cl)CCl, ClCCl, [K+], [K+], [Na+]. Product: Cc1csc(N(Cc2cccnc2)S(=O)(=O)CCl)c1. Reaction SMILES: [C:15](=[O:16])([O-:17])[O-:18].[C:27](=[O:28])([OH:29])[O-:30].[CH3:1][c:2]1[cH:3][c:4]([NH:7][CH2:8][c:9]2[cH:10][n:11][cH:12][cH:13][cH:14]2)[s:5][cH:6]1.[Cl:21][CH2:22][S:23](=[O:24])(=[O:25])[Cl:26].[Cl:32][CH2:33][Cl:34].[K+:19].[K+:20].[Na+:31]>>[CH3:1][c:2]1[cH:3][c:4]([N:7]([CH2:8][c:9]2[cH:10][n:11][cH:12][cH:13][cH:14]2)[S:23]([CH2:22][Cl:21])(=[O:24])=[O:25])[s:5][cH:6]1.